From a dataset of the Open Reaction Database (ORD), a public repository of structured organic reaction records. describe an organic reaction: reactants, conditions, products, and yield Reactants: ON(C(=O)NC1=CN=NS1)C1=CC=CC=C1 (1-hydroxy-1-phenyl-3-(1,2,3-thiadiazole-5-yl)-urea), [H-].[Na+] (sodium hydride), CI (methyliodide). The solvent is C(C)(C)OC(C)C (diisopropylether). Reaction conditions: temperature 60 celsius. Product: CON(C(=O)NC1=CN=NS1)C1=CC=CC=C1 (1-methoxy-1-phenyl-3-(1,2,3-thiadiazole-5-yl)-urea). RXN SMILES: [OH:1][N:2]([C:11]1[CH:16]=[CH:15][CH:14]=[CH:13][CH:12]=1)[C:3]([NH:5][C:6]1[S:10][N:9]=[N:8][CH:7]=1)=[O:4].[H-].[Na+].[CH3:19]I>C(OC(C)C)(C)C>[CH3:19][O:1][N:2]([C:11]1[CH:12]=[CH:13][CH:14]=[CH:15][CH:16]=1)[C:3]([NH:5][C:6]1[S:10][N:9]=[N:8][CH:7]=1)=[O:4] |f:1.2|. Procedure: 7.1 g (0.03 mole) 1-hydroxy-1-phenyl-3-(1,2,3-thiadiazole-5-yl)-urea were dissolved in 75 ml tetrahydrafuran and reacted with 1.44 g (0.03 mole) of a 50% dispersion of sodium hydride in oil. After an hour had elapsed at room temperature all of the gas evolvement had been completed and then 1.9 ml (0.03 mole) methyliodide were introduced and the reaction mixture over a period of 30 minutes heated to 60° C. Thereafter the reaction mixture was concentrated in vacuum and reacted with 100 ml of ice w...